This data is from the Open Reaction Database (ORD), a public repository of structured organic reaction records. The task is: describe an organic reaction: reactants, conditions, products, and yield Product: O=C1N=C2C=CC=CN2C1Cc1cccc2ccccc12. As a reaction SMILES: [BH4-:1].[CH3:24][CH2:25][OH:26].[CH3:27][OH:28].[Na+:2].[c:3]1([CH:13]=[C:14]2[C:15](=[O:23])[N:16]=[C:17]3[N:18]2[CH:19]=[CH:20][CH:21]=[CH:22]3)[cH:4][cH:5][cH:6][c:7]2[cH:8][cH:9][cH:10][cH:11][c:12]12>>[c:3]1([CH2:13][CH:14]2[C:15](=[O:23])[N:16]=[C:17]3[N:18]2[CH:19]=[CH:20][CH:21]=[CH:22]3)[cH:4][cH:5][cH:6][c:7]2[cH:8][cH:9][cH:10][cH:11][c:12]12. Starting materials: [BH4-], CCO, CO, [Na+], O=C1N=C2C=CC=CN2C1=Cc1cccc2ccccc12. The reactants are OC1=C(C(OC2=C1C=CC(=C2C)OC2OCCCC2)=O)C=O (4-hydroxy-8-methyl-2-oxo-7-[(tetrahydro-2H-pyran-2-yl) oxy]-2H-1-benzopyran-3-carboxaldehyde), Cl.CON (methoxyamine hydrochloride), C(C)(=O)[O-].[K+] (potassium acetate), C(C)O (ethanol). Solvent: ClCCl (dichloromethane), O (water). The product is OC1=C(C(OC2=C1C=CC(=C2C)OC2OCCCC2)=O)C=NOC (4-hydroxy-3-[(methoxyimino) methyl]-8-methyl-7-[(tetrahydro-2H-pyran-2-yl)oxy]-2H-1-benzopyran-2-one). The yield is 86.7%. RXN SMILES: [OH:1][C:2]1[C:7]2[CH:8]=[CH:9][C:10]([O:13][CH:14]3[CH2:19][CH2:18][CH2:17][CH2:16][O:15]3)=[C:11]([CH3:12])[C:6]=2[O:5][C:4](=[O:20])[C:3]=1[CH:21]=O.Cl.[CH3:24][O:25][NH2:26].C([O-])(=O)C.[K+].C(O)C>ClCCl.O>[OH:1][C:2]1[C:7]2[CH:8]=[CH:9][C:10]([O:13][CH:14]3[CH2:19][CH2:18][CH2:17][CH2:16][O:15]3)=[C:11]([CH3:12])[C:6]=2[O:5][C:4](=[O:20])[C:3]=1[CH:21]=[N:26][O:25][CH3:24] |f:1.2,3.4|. Procedure: A mixture containing 2.0 g of the product prepared in Stage A, 1.08 g of methoxyamine hydrochloride, 1.93 g of potassium acetate and 20 ml of ethanol is heated under reflux for 1 hour. After evaporating to dryness, the product obtained is dissolved in a mixture of dichloromethane and water (100 ml-100 ml), washed with a dilute solution of sodium acid phosphate and dried. After evaporation, the residue is triturated under ultrasound in the presence of ethyl ether, separated and dried. 1.90 g of p... The reactants are Cl (hydrochloric acid), C(C)(=O)OC(C)=O (acetic anhydride), N[C@@H](CC)C1=NC2=C(C=CC=C2C(=C1C(=O)NC=1SC=CN1)O)C(F)(F)F (2-[(S) 1-aminopropyl]-4-hydroxy-N-(2-thiazolyl)-8-trifluoromethyl-3-quinoline-carboxamide), N1=CC=CC=C1 (pyridine). Solvent: O (water). Yields the product C(C)(=O)N[C@@H](CC)C1=NC2=C(C=CC=C2C(=C1C(=O)NC=1SC=CN1)O)C(F)(F)F (2-[(1S) 1-(acetylamino)-propyl]-4-hydroxy-N-(2-thiazolyl)-8-trifluoromethyl-3-quinoline carboxamide). RXN SMILES: [C:1](OC(=O)C)(=[O:3])[CH3:2].[NH2:8][C@H:9]([C:12]1[C:21]([C:22]([NH:24][C:25]2[S:26][CH:27]=[CH:28][N:29]=2)=[O:23])=[C:20]([OH:30])[C:19]2[C:14](=[C:15]([C:31]([F:34])([F:33])[F:32])[CH:16]=[CH:17][CH:18]=2)[N:13]=1)[CH2:10][CH3:11].N1C=CC=CC=1.Cl>O>[C:1]([NH:8][C@H:9]([C:12]1[C:21]([C:22]([NH:24][C:25]2[S:26][CH:27]=[CH:28][N:29]=2)=[O:23])=[C:20]([OH:30])[C:19]2[C:14](=[C:15]([C:31]([F:33])([F:32])[F:34])[CH:16]=[CH:17][CH:18]=2)[N:13]=1)[CH2:10][CH3:11])(=[O:3])[CH3:2]. Reported procedure: 10 ml of acetic anhydride and 6 g of 2-[(1S) 1-aminopropyl]-4-hydroxy-N-(2-thiazolyl)-8-trifluoromethyl-3-quinoline carboxamide of Example 8 were added dropwise with stirring to 60 ml of pyridine and stirring was maintained for 90 minutes at ambient temperature. The solution was poured into 150 ml of iced water and concentrated hydrochloric acid was added until a pH of 1. The precipitate was filtered, washed with water and then dissolved in tetrahydrofuran. The organic phase was dried, and conce... Starting materials: N1(C=NC=C1)CC1=C(N(C2=CC=CC(=C12)/C=C/C(=O)OCC1=CC=CC=C1)CCC(=O)OC)C (benzyl (E)-3-[3-(1H-imidazol-1-ylmethyl)-1-(2-methoxycarbonylethyl)-2-methyl-1H-indol-4-yl]-2-propenoate). The reagents and catalysts are [Pd] (palladium on carbon). Yields the product C(=O)(O)CCC1=C2C(=C(N(C2=CC=C1)CCC(=O)OC)C)CN1C=NC=C1 (Methyl 4-(2-carboxyethyl)-3-(1H-imidazol-1-ylmethyl)-2-methyl-1H-indole-1-propanoate). Yield: 72.5%. Reaction SMILES: [N:1]1([CH2:6][C:7]2[C:15]3[C:10](=[CH:11][CH:12]=[CH:13][C:14]=3/[CH:16]=[CH:17]/[C:18]([O:20]CC3C=CC=CC=3)=[O:19])[N:9]([CH2:28][CH2:29][C:30]([O:32][CH3:33])=[O:31])[C:8]=2[CH3:34])[CH:5]=[CH:4][N:3]=[CH:2]1>[Pd]>[C:18]([CH2:17][CH2:16][C:14]1[CH:13]=[CH:12][CH:11]=[C:10]2[C:15]=1[C:7]([CH2:6][N:1]1[CH:5]=[CH:4][N:3]=[CH:2]1)=[C:8]([CH3:34])[N:9]2[CH2:28][CH2:29][C:30]([O:32][CH3:33])=[O:31])([OH:20])=[O:19]. Reported procedure: Hydrogenation of benzyl (E)-3-[3-(1H-imidazol-1-ylmethyl)-1-(2-methoxycarbonylethyl)-2-methyl-1H-indol-4-yl]-2-propenoate (1.40 g) in the presence of 10% palladium on carbon(0.15 g) according to the method of Preparation 21 gave the title compound (0.82 g), m.p. 136°-138° C. Yields the product Clc1ccc(C2NCCc3ccccc32)cn1. Reactants: O=C(OCc1ccccc1)N1CCc2ccccc2C1c1ccc(Cl)nc1, ClCCl, O=C(O)C(F)(F)F. As a reaction SMILES: [Cl:1][c:2]1[cH:3][cH:4][c:5]([CH:8]2[N:9]([C:18]([O:19][CH2:20][c:21]3[cH:22][cH:23][cH:24][cH:25][cH:26]3)=[O:27])[CH2:10][CH2:11][c:12]3[cH:13][cH:14][cH:15][cH:16][c:17]32)[cH:6][n:7]1.[Cl:35][CH2:36][Cl:37].[F:28][C:29]([F:30])([F:31])[C:32]([OH:33])=[O:34]>>[Cl:1][c:2]1[cH:3][cH:4][c:5]([CH:8]2[NH:9][CH2:10][CH2:11][c:12]3[cH:13][cH:14][cH:15][cH:16][c:17]32)[cH:6][n:7]1. Isolated yield 49.3%. Solvent: O1CCCC1 (tetrahydrofuran), O1CCCC1 (tetrahydrofuran), O1CCCC1 (tetrahydrofuran). Run at time 1 hour. Product: OC1(CCN(CC1)C(C)=O)C1=CC=C(C=C1)OC (1-[4-hydroxy-4-(4-methoxyphenyl)-piperidin-1-yl]ethanone). Procedure details: 4-Bromoanisole (22.4 g, 0.12 mol) in tetrahydrofuran (180 ml) was slowly added to magnesium (2.9 g, 0.12 mol) in tetrahydrofuran (20 ml) and the mixture stirred for one hour at room temperature. The solution formed was slowly added to a solution of 1-acetyl-4-piperidone (16.9 g, 0.12 mol) in tetrahydrofuran (200 ml) at -78° C., and the suspension produced was stirred to room temperature for 2 hours. Hydrochloric acid (120 ml, 1M) was added and the organic phase was separated and concentrated in ... Reaction SMILES: Br[C:2]1[CH:7]=[CH:6][C:5]([O:8][CH3:9])=[CH:4][CH:3]=1.[Mg].[C:11]([N:14]1[CH2:19][CH2:18][C:17](=[O:20])[CH2:16][CH2:15]1)(=[O:13])[CH3:12].Cl>O1CCCC1>[OH:20][C:17]1([C:2]2[CH:7]=[CH:6][C:5]([O:8][CH3:9])=[CH:4][CH:3]=2)[CH2:18][CH2:19][N:14]([C:11](=[O:13])[CH3:12])[CH2:15][CH2:16]1. Reactants: C(C)(=O)N1CCC(CC1)=O (1-acetyl-4-piperidone), BrC1=CC=C(C=C1)OC (4-Bromoanisole), [Mg] (magnesium), Cl (Hydrochloric acid).